From a dataset of the Open Reaction Database (ORD), a public repository of structured organic reaction records. describe an organic reaction: reactants, conditions, products, and yield The reactants are CCCCCCCCO, CCCCCCCCOc1ccc(-c2ccc(-c3ccc(O)c(F)n3)cc2)cc1, CCOC(=O)N=NC(=O)OCC, C1CCOC1, c1ccc(P(c2ccccc2)c2ccccc2)cc1. Yields the product CCCCCCCCOc1ccc(-c2ccc(-c3ccc(OCCCCCCCC)c(F)n3)cc2)cc1. RXN SMILES: [CH2:61]([CH2:62][CH2:63][CH2:64][CH2:65][CH2:66][CH2:67][CH3:68])[OH:69].[F:32][c:33]1[n:34][c:35](-[c:40]2[cH:41][cH:42][c:43](-[c:46]3[cH:47][cH:48][c:49]([O:52][CH2:53][CH2:54][CH2:55][CH2:56][CH2:57][CH2:58][CH2:59][CH3:60])[cH:50][cH:51]3)[cH:44][cH:45]2)[cH:36][cH:37][c:38]1[OH:39].[O:1]=[C:2]([O:3][CH2:4][CH3:5])[N:6]=[N:7][C:8]([O:9][CH2:10][CH3:11])=[O:12].[O:70]1[CH2:71][CH2:72][CH2:73][CH2:74]1.[c:13]1([P:14]([c:15]2[cH:16][cH:17][cH:18][cH:19][cH:20]2)[c:21]2[cH:22][cH:23][cH:24][cH:25][cH:26]2)[cH:27][cH:28][cH:29][cH:30][cH:31]1>>[F:32][c:33]1[n:34][c:35](-[c:40]2[cH:41][cH:42][c:43](-[c:46]3[cH:47][cH:48][c:49]([O:52][CH2:53][CH2:54][CH2:55][CH2:56][CH2:57][CH2:58][CH2:59][CH3:60])[cH:50][cH:51]3)[cH:44][cH:45]2)[cH:36][cH:37][c:38]1[O:39][CH2:61][CH2:62][CH2:63][CH2:64][CH2:65][CH2:66][CH2:67][CH3:68]. Reactants: C(CCCCCCC)C1=CC=C(N)C=C1 (4-octylaniline), ClC(=O)OC1=CC=CC=C1 (phenyl chloroformate), O (water), C(C)(=O)OCC (ethyl acetate). The solvent is N1=CC=CC=C1 (pyridine), C(Cl)(Cl)Cl (chloroform). Run at time 1.5 hour. The product is C(CCCCCCC)C1=CC=C(NC(=O)OC2=CC=CC=C2)C=C1 (4-Octyl-N-phenoxycarbonylaniline). Reaction SMILES: [CH2:1]([C:9]1[CH:15]=[CH:14][C:12]([NH2:13])=[CH:11][CH:10]=1)[CH2:2][CH2:3][CH2:4][CH2:5][CH2:6][CH2:7][CH3:8].Cl[C:17]([O:19][C:20]1[CH:25]=[CH:24][CH:23]=[CH:22][CH:21]=1)=[O:18].O.C(OCC)(=O)C>N1C=CC=CC=1.C(Cl)(Cl)Cl>[CH2:1]([C:9]1[CH:10]=[CH:11][C:12]([NH:13][C:17]([O:19][C:20]2[CH:25]=[CH:24][CH:23]=[CH:22][CH:21]=2)=[O:18])=[CH:14][CH:15]=1)[CH2:2][CH2:3][CH2:4][CH2:5][CH2:6][CH2:7][CH3:8]. Procedure: To a solution of 4-octylaniline (5 ml) in a mixture of pyridine (12.5 ml) and chloroform (40 ml) was added phenyl chloroformate (2.95 ml) and stirred for 1.5 hours at ambient temperature. The reaction mixture was added to a mixture of water and ethyl acetate. The organic layer was taken and dried over magnesium sulfate. The magnesium sulfate was filtered off, and the filtrate was evaporated under reduced pressure to give 4-Octyl-N-phenoxycarbonylaniline (4.51 g) Starting materials: ClC=1C=C(C=CC1Cl)S(=O)(=O)N1[C@@H](C(NC=C1)=O)CC#C ((R)-4-(3,4-dichlorobenzenesulfonyl)-3-(prop-2-ynyl)-3,4-dihydro-pyrazin-2(1H)-one), N(=[N+]=[N-])[C@H](C)C1=CC=C(C(=O)OC)C=C1 ((R)-methyl 4-(1-azidoethyl)benzoate), CuSO4.5H2O, [Na].O=C1C(O)=C([O-])[C@H](O1)[C@@H](O)CO (sodium L-ascorbate), O (H2O). Solvent: O1CCOCC1 (dioxane), C(C)(C)(C)O (tert-butanol). Run at time 5 minute. Yields the product ClC=1C=C(C=CC1Cl)S(=O)(=O)N1[C@@H](C(NC=C1)=O)CC=1N=NN(C1)[C@H](C)C1=CC=C(C(=O)OC)C=C1 (methyl 4-((R)-1-(4-(((R)-1-(3,4-dichlorobenzenesulfonyl)-3-oxo-1,2,3,4-tetrahydropyrazin-2-yl)methyl)-1H-1,2,3-triazol-1-yl)ethyl)benzoate). Reaction SMILES: [Cl:1][C:2]1[CH:3]=[C:4]([S:9]([N:12]2[CH:17]=[CH:16][NH:15][C:14](=[O:18])[C@H:13]2[CH2:19][C:20]#[CH:21])(=[O:11])=[O:10])[CH:5]=[CH:6][C:7]=1[Cl:8].[N:22]([C@@H:25]([C:27]1[CH:36]=[CH:35][C:30]([C:31]([O:33][CH3:34])=[O:32])=[CH:29][CH:28]=1)[CH3:26])=[N+:23]=[N-:24].[Na].O=C1O[C@H]([C@H](CO)O)C([O-])=C1O.O>O1CCOCC1.C(O)(C)(C)C>[Cl:1][C:2]1[CH:3]=[C:4]([S:9]([N:12]2[CH:17]=[CH:16][NH:15][C:14](=[O:18])[C@H:13]2[CH2:19][C:20]2[N:24]=[N:23][N:22]([C@@H:25]([C:27]3[CH:36]=[CH:35][C:30]([C:31]([O:33][CH3:34])=[O:32])=[CH:29][CH:28]=3)[CH3:26])[CH:21]=2)(=[O:11])=[O:10])[CH:5]=[CH:6][C:7]=1[Cl:8] |f:2.3,^1:36|. Procedure details: To a solution of (R)-4-(3,4-dichlorobenzenesulfonyl)-3-(prop-2-ynyl)-3,4-dihydro-pyrazin-2(1H)-one (1.46 g, 4.24 mmol) and (R)-methyl 4-(1-azidoethyl)benzoate (0.870 g, 4.24 mmol) in dioxane (80 mL) and tert-butanol (120 mL) were added CuSO4.5H2O (1.11 g, 4.46 mmol in 8.0 mL H2O) and sodium-L-ascorbate (0.880 g, 4.44 mmol in 8.0 mL H2O). After 5 min, H2O (40 mL) was added and the reaction mixture was stirred for 16 h. The solvent was concentrated to approximately 40 mL under reduced pressure and... Reactants: N (ammonia), C(C)(=O)OC[C@H](C(=O)N1[C@@H](CCC1)C(=O)N1[C@@H](CCC1)C(=O)N[C@H](C(=O)OC)[C@@H](C)O)NC(=O)OCC1=CC=CC=C1 ((2S,3R)-methyl 2-((S)-1-((S)-1-((R)-3-acetoxy-2-(benzyloxycarbonylamino)-propanoyl)-pyrrolidine-2-carbonyl)pyrrolidine-2-carboxamido)-3-hydroxybutanoate). Run at time 18 hour. Product: C(C1=CC=CC=C1)OC(N[C@@H](C(=O)N1[C@@H](CCC1)C(=O)N1[C@@H](CCC1)C(N[C@H](C(=O)ON)[C@@H](C)O)=O)CO)=O (benzyl-(R)-1-((S)-2-((S)-2-((2S,3R)-1-(aminooxy)-3-hydroxy-1-oxobutan-2-ylcarbamoyl)-pyrrolidine-1-carbonyl)-pyrrolidin-1-yl)-3-hydroxy-1-oxopropan-2-ylcarbamate). Yield: 82.3%. Reaction SMILES: [NH3:1].C([O:5][CH2:6][C@@H:7]([NH:33][C:34]([O:36][CH2:37][C:38]1[CH:43]=[CH:42][CH:41]=[CH:40][CH:39]=1)=[O:35])[C:8]([N:10]1[CH2:14][CH2:13][CH2:12][C@H:11]1[C:15]([N:17]1[CH2:21][CH2:20][CH2:19][C@H:18]1[C:22]([NH:24][C@@H:25]([C@H:30]([OH:32])[CH3:31])[C:26]([O:28]C)=[O:27])=[O:23])=[O:16])=[O:9])(=O)C>>[CH2:37]([O:36][C:34](=[O:35])[NH:33][C@H:7]([CH2:6][OH:5])[C:8]([N:10]1[CH2:14][CH2:13][CH2:12][C@H:11]1[C:15]([N:17]1[CH2:21][CH2:20][CH2:19][C@H:18]1[C:22](=[O:23])[NH:24][C@@H:25]([C@H:30]([OH:32])[CH3:31])[C:26]([O:28][NH2:1])=[O:27])=[O:16])=[O:9])[C:38]1[CH:43]=[CH:42][CH:41]=[CH:40][CH:39]=1. Procedure: A solution of methanolic ammonia (3 mL) was added to compound 5 (0.28 g, 0.47 mmol) and stirred at RT for 18 h. The volatiles were evaporated under reduced pressure to afford compound 6 (0.21 g, 82.3%). Conditions: temperature 65 celsius. Solvent: O (water), CC(=O)C (acetone). Product: COC1=CC=C(C=C1)CCCO (3-(4-methoxyphenyl)-1-propanol). Procedure: 2.26 g (14.87 mmoles) of 3-(4-hydroxyphenyl)-1-propanol were dissolved in dry acetone (20 ml) and potassium carbonate (2.05 g, 14.87 mmoles) was added, followed by methyl iodide (MeI) (2.11 g, 14.87 mmoles). The mixture was kept at reflux in a water bath at 60-70° C. for 48 h. After that period of time, it was diluted with water and the acetone was removed at reduced pressure. Extraction was performed with diethyl ether, and the result was washed with water, dried over sodium sulphate, filtered ... Isolated yield 95.1%. As a reaction SMILES: [OH:1][C:2]1[CH:7]=[CH:6][C:5]([CH2:8][CH2:9][CH2:10][OH:11])=[CH:4][CH:3]=1.[C:12](=O)([O-])[O-].[K+].[K+].CI>CC(C)=O.O>[CH3:12][O:1][C:2]1[CH:3]=[CH:4][C:5]([CH2:8][CH2:9][CH2:10][OH:11])=[CH:6][CH:7]=1 |f:1.2.3|. Reactants: C([O-])([O-])=O.[K+].[K+] (potassium carbonate), OC1=CC=C(C=C1)CCCO (3-(4-hydroxyphenyl)-1-propanol), CI (methyl iodide). Starting materials: COCOc1ccccc1CCc1ccccc1OCCC1CCCN1C, Cl, C1COCCO1. Product: Cl, CN1CCCC1CCOc1ccccc1CCc1ccccc1O. Reaction SMILES: [CH3:1][O:2][CH2:3][O:4][c:5]1[c:6]([CH2:11][CH2:12][c:13]2[c:14]([O:15][CH2:16][CH2:17][CH:18]3[N:19]([CH3:23])[CH2:20][CH2:21][CH2:22]3)[cH:24][cH:25][cH:26][cH:27]2)[cH:7][cH:8][cH:9][cH:10]1.[ClH:28].[O:29]1[CH2:30][CH2:31][O:32][CH2:33][CH2:34]1>>[ClH:28].[OH:4][c:5]1[c:6]([CH2:11][CH2:12][c:13]2[c:14]([O:15][CH2:16][CH2:17][CH:18]3[N:19]([CH3:23])[CH2:20][CH2:21][CH2:22]3)[cH:24][cH:25][cH:26][cH:27]2)[cH:7][cH:8][cH:9][cH:10]1.